This data is from the Open Reaction Database (ORD), a public repository of structured organic reaction records. The task is: describe an organic reaction: reactants, conditions, products, and yield Reactants: [H-].[Na+] (sodium hydride), C(C1=CC=CC=C1)OCC(O)COCCCCCCCCCCCCC1CCCCC1 (1-benzyl-3-(12-cyclohexyldodecyl)glycerine), CI (methyl iodide). Solvent: O1CCCC1 (tetrahydrofuran), O1CCCC1 (tetrahydrofuran). Product: C(C1=CC=CC=C1)OCC(OC)COCCCCCCCCCCCCC1CCCCC1 (1-benzyl-2-methyl-3-(12cyclohexyldodecyl)glycerine). RXN SMILES: [H-].[Na+].[CH2:3]([O:10][CH2:11][CH:12]([CH2:14][O:15][CH2:16][CH2:17][CH2:18][CH2:19][CH2:20][CH2:21][CH2:22][CH2:23][CH2:24][CH2:25][CH2:26][CH2:27][CH:28]1[CH2:33][CH2:32][CH2:31][CH2:30][CH2:29]1)[OH:13])[C:4]1[CH:9]=[CH:8][CH:7]=[CH:6][CH:5]=1.[CH3:34]I>O1CCCC1>[CH2:3]([O:10][CH2:11][CH:12]([CH2:14][O:15][CH2:16][CH2:17][CH2:18][CH2:19][CH2:20][CH2:21][CH2:22][CH2:23][CH2:24][CH2:25][CH2:26][CH2:27][CH:28]1[CH2:29][CH2:30][CH2:31][CH2:32][CH2:33]1)[O:13][CH3:34])[C:4]1[CH:9]=[CH:8][CH:7]=[CH:6][CH:5]=1 |f:0.1|. Reported procedure: In 70 ml of tetrahydrofuran is suspended 0.86 g of sodium hydride, to which a solution of 10.2 g of 1-benzyl-3-(12-cyclohexyldodecyl)glycerine in 50 ml of tetrahydrofuran is added dropwise at room temperature with stirring. After 40 minutes stirring at room temperature, 5.11 g of methyl iodide is added and the mixture is further stirred for 2 hours. The solvent is then distilled off under reduced pressure and the residue is extracted with hexane. The extract layer is washed with water, dried and... The reactants are O=C([O-])C(O)C(O)C(=O)[O-], COC(=O)c1ccc(C#C[Se]c2ccc3c(c2)C(C)(C)CCC3(C)C)cc1, CC(C)C[AlH]CC(C)C, Cc1ccccc1, [K+], [Na+]. Yields the product CC1(C)CCC(C)(C)c2cc([Se]C#Cc3ccc(CO)cc3)ccc21. As a reaction SMILES: [C:37]([CH:38]([CH:39]([C:40]([O-:41])=[O:42])[OH:43])[OH:44])([O-:45])=[O:46].[CH3:10][C:11]1([CH3:36])[c:12]2[cH:13][cH:14][c:15]([Se:23][C:24]#[C:25][c:26]3[cH:27][cH:28][c:29]([C:30](=[O:31])[O:32][CH3:33])[cH:34][cH:35]3)[cH:16][c:17]2[C:18]([CH3:21])([CH3:22])[CH2:19][CH2:20]1.[CH3:1][CH:2]([CH2:3][AlH:4][CH2:5][CH:6]([CH3:7])[CH3:8])[CH3:9].[CH3:49][c:50]1[cH:51][cH:52][cH:53][cH:54][cH:55]1.[K+:48].[Na+:47]>>[CH3:10][C:11]1([CH3:36])[c:12]2[cH:13][cH:14][c:15]([Se:23][C:24]#[C:25][c:26]3[cH:27][cH:28][c:29]([CH2:30][OH:31])[cH:34][cH:35]3)[cH:16][c:17]2[C:18]([CH3:21])([CH3:22])[CH2:19][CH2:20]1. Isolated yield 58.0%. Starting materials: CC=1C(=CC=2C3=C(C(NC2C1)=O)C=NN3C3CCOCC3)C(=O)N3CCNCC3 (7-methyl-8-(piperazin-1-ylcarbonyl)-1-(tetrahydro-2H-pyran-4-yl)-1,5-dihydro-4H-pyrazolo[4,3-c]quinolin-4-one), N1(CCCC1)C1=NC=C(C=O)C=C1 (6-(1-pyrrolidinyl)nicotinaldehyde), C(O)([O-])=O.[Na+] (sodium hydrogen carbonate), C(C)(=O)O[BH-](OC(C)=O)OC(C)=O.[Na+] (sodium triacetoxyborohydride). Procedure: To a mixture of 11.9 mg of 7-methyl-8-(piperazin-1-ylcarbonyl)-1-(tetrahydro-2H-pyran-4-yl)-1,5-dihydro-4H-pyrazolo[4,3-c]quinolin-4-one, 15.9 mg of 6-(1-pyrrolidinyl)nicotinaldehyde, 0.3 mL of 1,2-dichloroethane, and 30 μL of acetic acid was added 19.1 mg of sodium triacetoxyborohydride, followed by stirring at room temperature overnight. To the reaction mixture was added a saturated aqueous sodium hydrogen carbonate solution, followed by extraction with chloroform. The organic layer was evapor... Solvent: C(C)(=O)O (acetic acid), ClCCCl (1,2-dichloroethane). Conditions: time 8 hour. As a reaction SMILES: [CH3:1][C:2]1[C:3]([C:22]([N:24]2[CH2:29][CH2:28][NH:27][CH2:26][CH2:25]2)=[O:23])=[CH:4][C:5]2[C:6]3[N:15]([CH:16]4[CH2:21][CH2:20][O:19][CH2:18][CH2:17]4)[N:14]=[CH:13][C:7]=3[C:8](=[O:12])[NH:9][C:10]=2[CH:11]=1.[N:30]1([C:35]2[CH:42]=[CH:41][C:38]([CH:39]=O)=[CH:37][N:36]=2)[CH2:34][CH2:33][CH2:32][CH2:31]1.C(O[BH-](OC(=O)C)OC(=O)C)(=O)C.[Na+].C(=O)([O-])O.[Na+]>C(O)(=O)C.ClCCCl>[CH3:1][C:2]1[C:3]([C:22]([N:24]2[CH2:29][CH2:28][N:27]([CH2:39][C:38]3[CH:37]=[N:36][C:35]([N:30]4[CH2:34][CH2:33][CH2:32][CH2:31]4)=[CH:42][CH:41]=3)[CH2:26][CH2:25]2)=[O:23])=[CH:4][C:5]2[C:6]3[N:15]([CH:16]4[CH2:17][CH2:18][O:19][CH2:20][CH2:21]4)[N:14]=[CH:13][C:7]=3[C:8](=[O:12])[NH:9][C:10]=2[CH:11]=1 |f:2.3,4.5|. Yields the product CC=1C(=CC=2C3=C(C(NC2C1)=O)C=NN3C3CCOCC3)C(=O)N3CCN(CC3)CC=3C=NC(=CC3)N3CCCC3 (7-methyl-8-[(4-{[6-(pyrrolidin-1-yl)pyridin-3-yl]methyl}piperazin-1-yl)carbonyl]-1-(tetrahydro-2H-pyran-4-yl)-1,5-dihydro-4H-pyrazolo[4,3-c]quinolin-4-one).